Task: describe an organic reaction: reactants, conditions, products, and yield. Dataset: the Open Reaction Database (ORD), a public repository of structured organic reaction records The reactants are CCOC(=O)CCc1ccc(N2CSC(c3scc(C(C)C)c3C#N)=N2)c(C)c1, CCO, Cl, [Na+], [OH-]. Product: Cc1cc(CCC(=O)O)ccc1N1CSC(c2scc(C(C)C)c2C#N)=N1. Reaction SMILES: [C:3](#[N:4])[c:5]1[c:6]([C:13]2=[N:14][N:15]([c:18]3[c:19]([CH3:31])[cH:20][c:21]([CH2:24][CH2:25][C:26](=[O:27])[O:28][CH2:29][CH3:30])[cH:22][cH:23]3)[CH2:16][S:17]2)[s:7][cH:8][c:9]1[CH:10]([CH3:11])[CH3:12].[CH3:33][CH2:34][OH:35].[ClH:32].[Na+:2].[OH-:1]>>[C:3](#[N:4])[c:5]1[c:6]([C:13]2=[N:14][N:15]([c:18]3[c:19]([CH3:31])[cH:20][c:21]([CH2:24][CH2:25][C:26](=[O:27])[OH:28])[cH:22][cH:23]3)[CH2:16][S:17]2)[s:7][cH:8][c:9]1[CH:10]([CH3:11])[CH3:12]. The reactants are Nc1ccc(Br)cc1, N#Cc1cccc(N=C=O)c1, ClC(Cl)Cl, C1CCOC1. Yields the product N#Cc1cccc(NC(=O)Nc2ccc(Br)cc2)c1. RXN SMILES: [Br:12][c:13]1[cH:14][cH:15][c:16]([NH2:17])[cH:18][cH:19]1.[C:1](#[N:2])[c:3]1[cH:4][c:5]([N:9]=[C:10]=[O:11])[cH:6][cH:7][cH:8]1.[CH:25]([Cl:26])([Cl:27])[Cl:28].[O:20]1[CH2:21][CH2:22][CH2:23][CH2:24]1>>[C:1](#[N:2])[c:3]1[cH:4][c:5]([NH:9][C:10](=[O:11])[NH:17][c:16]2[cH:15][cH:14][c:13]([Br:12])[cH:19][cH:18]2)[cH:6][cH:7][cH:8]1. Reactants: Cc1ncc(CN2CC(C)C(c3nc4c(cnn4C4CCOCC4)c(=O)[nH]3)C2)cn1, Cn1c(C=O)nc2cnccc21. Product: CC1CN(Cc2nc3cnccc3n2C)CC1c1nc2c(cnn2C2CCOCC2)c(=O)[nH]1. RXN SMILES: [CH3:1][CH:2]1[CH:3]([c:15]2[nH:16][c:17](=[O:30])[c:18]3[c:19]([n:20]2)[n:21]([CH:24]2[CH2:25][CH2:26][O:27][CH2:28][CH2:29]2)[n:22][cH:23]3)[CH2:4][N:5]([CH2:7][c:8]2[cH:9][n:10][c:11]([CH3:12])[n:13][cH:14]2)[CH2:6]1.[CH3:31][n:32]1[c:33]([CH:41]=[O:42])[n:34][c:35]2[cH:36][n:37][cH:38][cH:39][c:40]12>>[CH3:1][CH:2]1[CH:3]([c:15]2[nH:16][c:17](=[O:30])[c:18]3[c:19]([n:20]2)[n:21]([CH:24]2[CH2:25][CH2:26][O:27][CH2:28][CH2:29]2)[n:22][cH:23]3)[CH2:4][N:5]([CH2:41][c:33]2[n:32]([CH3:31])[c:40]3[c:35]([n:34]2)[cH:36][n:37][cH:38][cH:39]3)[CH2:6]1. The reactants are CC1=CC=C(C=C1)S(=O)(=O)OCC1OC2=C(C1)C=CC=C2Br ((±)-(7-bromo-2,3-dihydro-1-benzofuran-2-yl)methyl 4-methylbenzenesulfonate), N(=[N+]=[N-])CC1OC2=C(C1)C=CC=C2C2=C(C=CC=C2)C(C)C ((±)-2-(azidomethyl)-7-(2-isopropylphenyl)-2,3-dihydro-1-benzofuran), C([O-])([O-])=O.[K+].[K+] (potassium carbonate), hydrochloride salt, Intermediate 37, [N-]=[N+]=[N-].[Na+] (sodium azide), [N-]=[N+]=[N-] (azide), Intermediate 98, S(=O)(=O)([O-])C1=CC=C(C)C=C1 (tosylate), C(C)(C)C1=C(C=CC=C1)B1OC(C(O1)(C)C)(C)C (2-(2-isopropylphenyl)-4,4,5,5-tetramethyl-1,3,2-dioxaborolane), C(C)(C)C1=C(C=CC=C1)B1OC(C(O1)(C)C)(C)C (2-(2-isopropylphenyl)-4,4,5,5-tetramethyl-1,3,2-dioxaborolane), CC1=CC=C(C=C1)S(=O)(=O)OCC1OC2=C(C1)C=CC=C2C2=C(C=CC=C2)C(C)C ((±)-[7-(2-isopropylphenyl)-2,3-dihydro-1-benzofuran-2-yl]methyl 4-methylbenzenesulfonate). Reagents/catalysts: CC1=C([P](C2=C(C)C=CC=C2)([Pd]([P](C3=C(C)C=CC=C3)(C4=C(C)C=CC=C4)C(C=CC=C5)=C5C)(Cl)Cl)C6=C(C)C=CC=C6)C=CC=C1 (dichlorobis(tri-o-tolylphosphine)-palladium(II)), [Pd] (palladium on carbon). Product: C(C)(C)C1=C(C=CC=C1)C1=CC=CC=2CC(OC21)CN ((±)-[7-(2-isopropylphenyl)-2,3-dihydro-1-benzofuran-2-yl]methylamine). The yield is 64.0%. As a reaction SMILES: CC1C=CC(S(O[CH2:12][CH:13]2[CH2:17][C:16]3[CH:18]=[CH:19][CH:20]=[C:21](Br)[C:15]=3[O:14]2)(=O)=O)=CC=1.[CH:23]([C:26]1[CH:31]=[CH:30][CH:29]=[CH:28][C:27]=1B1OC(C)(C)C(C)(C)O1)([CH3:25])[CH3:24].C(=O)([O-])[O-].[K+].[K+].CC1C=CC(S(OCC2CC3C=CC=C(C4C=CC=CC=4C(C)C)C=3O2)(=O)=O)=CC=1.S(C1C=CC(C)=CC=1)([O-])(=O)=O.[N-:88]=[N+]=[N-].[Na+].N(CC1CC2C=CC=C(C3C=CC=CC=3C(C)C)C=2O1)=[N+]=[N-].[N-]=[N+]=[N-]>[Pd].CC1C=CC=CC=1[P](C1C=CC=CC=1C)([Pd](Cl)(Cl)[P](C1=C(C)C=CC=C1)(C1C=CC=CC=1C)C1C=CC=CC=1C)C1C=CC=CC=1C>[CH:23]([C:26]1[CH:31]=[CH:30][CH:29]=[CH:28][C:27]=1[C:21]1[C:15]2[O:14][CH:13]([CH2:12][NH2:88])[CH2:17][C:16]=2[CH:18]=[CH:19][CH:20]=1)([CH3:25])[CH3:24] |f:2.3.4,7.8,^1:124,135|. Procedure details: Treatment of (±)-(7-bromo-2,3-dihydro-1-benzofuran-2-yl)methyl 4-methylbenzenesulfonate (4.81 g, 12.56 mmol) with 2-(2-isopropylphenyl)-4,4,5,5-tetramethyl-1,3,2-dioxaborolane (4.63 g, 18.84 mmol, Intermediate 35), dichlorobis(tri-o-tolylphosphine)-palladium(II) (0.493 g, 0.627 mmol), and potassium carbonate (4.34 g, 31.38 mmol) generally according to the procedure described for Intermediate 37 provided (±)-[7-(2-isopropylphenyl)-2,3-dihydro-1-benzofuran-2-yl]methyl 4-methylbenzenesulfonate. Tre... Starting materials: C(C)(=O)\C(\C#N)=C\N(C)C ((E)-2-acetyl-3-dimethylamino-acrylonitrile), C(C)(C)(C)OC(=O)NC(=N)N (N-tert-butyloxycarbonyl-guanidine), CC1OCCC1 (2-methyltetrahydrofuran), resultant suspension, resultant mixture. Reaction conditions: time 30 minute. The product is C(C)(C)(C)OC(NC1=NC=C(C(=N1)C)C#N)=O ((5-Cyano-4-methyl-pyrimidin-2-yl)-carbamic acid tert-butyl ester). RXN SMILES: [C:1](/[C:4](=[CH:7]/N(C)C)/[C:5]#[N:6])(=O)[CH3:2].[C:11]([O:15][C:16]([NH:18][C:19]([NH2:21])=[NH:20])=[O:17])([CH3:14])([CH3:13])[CH3:12].CC1CCCO1>>[C:11]([O:15][C:16](=[O:17])[NH:18][C:19]1[N:21]=[C:1]([CH3:2])[C:4]([C:5]#[N:6])=[CH:7][N:20]=1)([CH3:14])([CH3:12])[CH3:13]. Reported procedure: A 250 ml 3-neck flask was equipped with an overhead stirrer, thermocouple, reflux condenser and heating mantle. The flask was charged with (E)-2-acetyl-3-dimethylamino-acrylonitrile (8.93 g, 63.34 mmol), N-tert-butyloxycarbonyl-guanidine (10 g, 61.56 mmol) and 2-methyltetrahydrofuran (98.76 g). The resultant suspension was stirred and heated to reflux, whereupon the solids were observed to dissolve. The resultant mixture was stirred for about 6 hours, then concentrated by rotary evaporation to y... The reactants are IC (iodomethane), [Li+].CC(C)[N-]C(C)C (LDA), BrC1=CC=C(C=C1)CC(=O)OCC (ethyl 4-bromophenylacetate). The solvent is C1CCOC1 (THF), C1CCOC1 (THF). Run at temperature -78 celsius, time 30 minute. The product is BrC1=CC=C(C=C1)C(C(=O)OCC)C (ethyl 2-(4-bromophenyl)propanoate). Isolated yield 72.4%. Reaction SMILES: [Li+].[CH3:2]C([N-]C(C)C)C.[Br:9][C:10]1[CH:15]=[CH:14][C:13]([CH2:16][C:17]([O:19][CH2:20][CH3:21])=[O:18])=[CH:12][CH:11]=1.IC>C1COCC1>[Br:9][C:10]1[CH:11]=[CH:12][C:13]([CH:16]([CH3:2])[C:17]([O:19][CH2:20][CH3:21])=[O:18])=[CH:14][CH:15]=1 |f:0.1|. Reported procedure: To a solution of LDA (8.66 mL, 2M in heptane/THF/ethylbenzene, 17.3 mmol) in 30 mL THF at −78° C., was added a solution of ethyl 4-bromophenylacetate (4.00 g, 16.5 mmol) in 20 mL THF. The mixture was stirred at −78° C. for 30 min, then a solution of iodomethane (10.7 mL, 2M in methyl tert-butyl ether, 21.5 mmol) was added. The mixture was stirred for 10 min at −78° C., then was removed from the cooling bath and stirred for 30 min. The reaction was quenched with sat. NH4Cl, then diluted with EtOA...